Dataset: the Open Reaction Database (ORD), a public repository of structured organic reaction records. Task: describe an organic reaction: reactants, conditions, products, and yield Reactants: FC(C=1C=C(C(=O)N2CCC3(C(NC(N3C3=C(C=CC=C3)C)C)=O)CC2)C=C(C1)C(F)(F)F)(F)F ((rac)-8-(3,5-bis-trifluoromethyl-benzoyl)-2-methyl-1-o-tolyl-1,3,8-triaza-spiro[4.5]decan-4-one), BrCC=C(C)C (1-bromo-3-methyl-2-butene). The product is FC(C=1C=C(C(=O)N2CCC3(C(N(C(N3C3=C(C=CC=C3)C)C)CC=C(C)C)=O)CC2)C=C(C1)C(F)(F)F)(F)F (Rac-8-(3,5-Bis-trifluoromethyl-benzoyl)-2-methyl-3-(3-methyl-but-2-enyl)-1-o-tolyl-1,3,8-triaza-spiro[4.5]decan-4-one). As a reaction SMILES: [F:1][C:2]([F:35])([F:34])[C:3]1[CH:4]=[C:5]([CH:27]=[C:28]([C:30]([F:33])([F:32])[F:31])[CH:29]=1)[C:6]([N:8]1[CH2:26][CH2:25][C:11]2([N:15]([C:16]3[CH:21]=[CH:20][CH:19]=[CH:18][C:17]=3[CH3:22])[CH:14]([CH3:23])[NH:13][C:12]2=[O:24])[CH2:10][CH2:9]1)=[O:7].Br[CH2:37][CH:38]=[C:39]([CH3:41])[CH3:40]>>[F:35][C:2]([F:1])([F:34])[C:3]1[CH:4]=[C:5]([CH:27]=[C:28]([C:30]([F:33])([F:32])[F:31])[CH:29]=1)[C:6]([N:8]1[CH2:9][CH2:10][C:11]2([N:15]([C:16]3[CH:21]=[CH:20][CH:19]=[CH:18][C:17]=3[CH3:22])[CH:14]([CH3:23])[N:13]([CH2:37][CH:38]=[C:39]([CH3:41])[CH3:40])[C:12]2=[O:24])[CH2:25][CH2:26]1)=[O:7]. Reported procedure: The title compound, MS: m/e=568.2 (M+H+), was prepared in accordance with the general method of example 99 from (rac)-8-(3,5-bis-trifluoromethyl-benzoyl)-2-methyl-1-o-tolyl-1,3,8-triaza-spiro[4.5]decan-4-one and 1-bromo-3-methyl-2-butene. The reactants are CC1=C(CC(=O)[O-])c2cc(C#N)ccc2C1=Cc1ccc(S(C)=O)cc1, BrC(c1ccccc1)(c1ccccc1)c1ccccc1, [Na+], c1ccccc1. Product: CC1=C(CC(=O)OC(c2ccccc2)(c2ccccc2)c2ccccc2)c2cc(C#N)ccc2C1=Cc1ccc(S(C)=O)cc1. Reaction SMILES: [C:1](#[N:2])[c:3]1[cH:4][c:5]2[c:9]([cH:10][cH:11]1)[C:8](=[CH:12][c:13]1[cH:14][cH:15][c:16]([S:19](=[O:20])[CH3:21])[cH:17][cH:18]1)[C:7]([CH3:22])=[C:6]2[CH2:23][C:24](=[O:25])[O-:26].[C:28]([c:29]1[cH:30][cH:31][cH:32][cH:33][cH:34]1)([c:35]1[cH:36][cH:37][cH:38][cH:39][cH:40]1)([c:41]1[cH:42][cH:43][cH:44][cH:45][cH:46]1)[Br:47].[Na+:27].[cH:48]1[cH:49][cH:50][cH:51][cH:52][cH:53]1>>[C:1](#[N:2])[c:3]1[cH:4][c:5]2[c:9]([cH:10][cH:11]1)[C:8](=[CH:12][c:13]1[cH:14][cH:15][c:16]([S:19](=[O:20])[CH3:21])[cH:17][cH:18]1)[C:7]([CH3:22])=[C:6]2[CH2:23][C:24](=[O:25])[O:26][C:28]([c:29]1[cH:30][cH:31][cH:32][cH:33][cH:34]1)([c:35]1[cH:36][cH:37][cH:38][cH:39][cH:40]1)[c:41]1[cH:42][cH:43][cH:44][cH:45][cH:46]1. Starting materials: C(C1=CC=CC=C1)OC(C(Cl)(Cl)Cl)=N.C(F)(F)(F)S(=O)(=O)O (benzyl-2,2,2-trichloroacetimidate CF3SO3H), C1(=CC=CC=C1)O.C1=CC=C(C=C1)P(C2=CC=CC=C2)C3=CC=CC=C3.CC(C)OC(=O)/N=N/C(=O)OC(C)C (PhOH Ph3P DIAD), compounds 4, R2Br NaH. Reagents/catalysts: [Pd].[H][H] (Pd/C H2). Run in C(Cl)Cl.C1CCCCC1 (CH2Cl2 cyclohexane), CCO.O1CCOCC1 (EtOH dioxane), C1CCOC1 (THF), C1CCOC1 (THF), CS(=O)C (DMSO). The product is C(C)(=S)[O-] (thioacetate), CC(=O)S.C1=CC=C(C=C1)P(C2=CC=CC=C2)C3=CC=CC=C3.CC(C)OC(=O)/N=N/C(=O)OC(C)C (CH3COSH Ph3P DIAD). Reaction SMILES: [CH2:1]([O:8]C(=N)C(Cl)(Cl)Cl)[C:2]1C=CC=CC=1.C([S:19](O)(=O)=O)(F)(F)F.[C:23]1([OH:29])C=CC=C[CH:24]=1.[CH:30]1[CH:35]=[CH:34][C:33]([P:36]([C:43]2[CH:48]=[CH:47][CH:46]=[CH:45][CH:44]=2)[C:37]2[CH:42]=[CH:41][CH:40]=[CH:39][CH:38]=2)=[CH:32][CH:31]=1.[CH3:49][CH:50]([O:52][C:53](/[N:55]=[N:56]/[C:57]([O:59][CH:60]([CH3:62])[CH3:61])=[O:58])=[O:54])[CH3:51]>CS(C)=O.C(Cl)Cl.C1CCCCC1.CCO.O1CCOCC1.C1COCC1.[Pd].[H][H]>[C:1]([O-:8])(=[S:19])[CH3:2].[CH3:24][C:23]([SH:19])=[O:29].[CH:46]1[CH:45]=[CH:44][C:43]([P:36]([C:37]2[CH:42]=[CH:41][CH:40]=[CH:39][CH:38]=2)[C:33]2[CH:34]=[CH:35][CH:30]=[CH:31][CH:32]=2)=[CH:48][CH:47]=1.[CH3:62][CH:60]([O:59][C:57](/[N:56]=[N:55]/[C:53]([O:52][CH:50]([CH3:51])[CH3:49])=[O:54])=[O:58])[CH3:61] |f:0.1,2.3.4,6.7,8.9,11.12,14.15.16|. Procedure details: In case R2Y is R2O: Compounds of this type may be obtained by reaction shown in step f and g. These reaction may comprise (step f) reaction of compounds 4 with R2Br/NaH in DMSO at room temperature or benzyl-2,2,2-trichloroacetimidate/CF3SO3H in CH2Cl2/cyclohexane at room temperature (here the R2-side chains may be manipulated by reaction with 10% Pd/C/H2 in EtOH/dioxane) or the reaction is performed with PhOH/Ph3P/DIAD in THF at room temperature. All reactions may be followed by removal of the t... Reported procedure: According to Group 4-scheme 2, 4'-hydroxyacetophenone (Aldrich Chemical Co., Milwaukee, Wis., USA) was reacted with thiourea and iodine according to the method of R. M. Dodson and L. C. King, J. Amer. Chem. Soc. 1945, 67, 2242 to give 4-(2-amino-4-thiazolyl)phenol (5). Reaction of the latter compound with 1,1-dimethylethyl 2-bromoacetate in the presence of potassium carbonate gave 1,1-dimethylethyl 2-{4-(2-amino-4-thiazolyl)phenoxy}acetate (6). Subsequent hydrolysis of the later compound gave th... The reactants are OC1=CC=C(C=C1)C(C)=O (4'-hydroxyacetophenone), NC(=S)N (thiourea), II (iodine). Product: NC=1SC=C(N1)C1=CC=C(C=C1)O (4-(2-amino-4-thiazolyl)phenol). Reaction SMILES: [OH:1][C:2]1[CH:7]=[CH:6][C:5]([C:8](=O)[CH3:9])=[CH:4][CH:3]=1.[NH2:11][C:12]([NH2:14])=[S:13].II>>[NH2:14][C:12]1[S:13][CH:9]=[C:8]([C:5]2[CH:6]=[CH:7][C:2]([OH:1])=[CH:3][CH:4]=2)[N:11]=1. Reactants: C(C)OCC (diethyl ether), I.NNC(=N)NCC1=CC=CC=C1 (1-amino-3-benzylguanidine hydroiodide), C(C)OC1=C(C=O)C(=CC(=C1)OCC)OCC (2,4,6-triethoxybenzaldehyde), [OH-].[Na+] (NaOH). The solvent is C(Cl)Cl (methylene chloride), CCCCCC (n-hexane). The product is C(C1=CC=CC=C1)NC(=N)NN=CC1=C(C=C(C=C1OCC)OCC)OCC (1-Benzyl-3-(2,4,6-triethoxybenzylideneamino)guanidine). As a reaction SMILES: I.[NH2:2][NH:3][C:4]([NH:6][CH2:7][C:8]1[CH:13]=[CH:12][CH:11]=[CH:10][CH:9]=1)=[NH:5].C(OCC)C.[OH-].[Na+].[CH2:21]([O:23][C:24]1[CH:31]=[C:30]([O:32][CH2:33][CH3:34])[CH:29]=[C:28]([O:35][CH2:36][CH3:37])[C:25]=1[CH:26]=O)[CH3:22]>C(Cl)Cl.CCCCCC>[CH2:7]([NH:6][C:4]([NH:3][N:2]=[CH:26][C:25]1[C:24]([O:23][CH2:21][CH3:22])=[CH:31][C:30]([O:32][CH2:33][CH3:34])=[CH:29][C:28]=1[O:35][CH2:36][CH3:37])=[NH:5])[C:8]1[CH:13]=[CH:12][CH:11]=[CH:10][CH:9]=1 |f:0.1,3.4|. Procedure details: A mixture of 10.0 g. of 1-amino-3-benzylguanidine hydroiodide and 100 ml. each of diethyl ether, n-hexane and methylene chloride is shaken with 10 ml. of 5N NaOH. To this is added 8.15 g. of 2,4,6-triethoxybenzaldehyde and the mixture is shaken for 15 minutes. The organic layer is washed with saturated aqueous sodium chloride, passed through hydrous sodium magnesium silicate and concentrated to dryness under reduced pressure. The residue is crystallized from aqueous ethanol, giving the desired p... Starting materials: CC(C)(C)OC(=O)NC1CCCCC1OCc1ccccc1, CCOC(C)=O, CO. The product is CC(C)(C)OC(=O)NC1CCCCC1O. RXN SMILES: [C:1]([CH3:2])([CH3:3])([CH3:4])[O:5][C:6]([NH:7][CH:8]1[CH:9]([O:14][CH2:15][c:16]2[cH:17][cH:18][cH:19][cH:20][cH:21]2)[CH2:10][CH2:11][CH2:12][CH2:13]1)=[O:22].[CH3:23][CH2:24][O:25][C:26](=[O:27])[CH3:28].[CH3:29][OH:30]>>[C:1]([CH3:2])([CH3:3])([CH3:4])[O:5][C:6]([NH:7][CH:8]1[CH:9]([OH:14])[CH2:10][CH2:11][CH2:12][CH2:13]1)=[O:22].